From a dataset of the Open Reaction Database (ORD), a public repository of structured organic reaction records. describe an organic reaction: reactants, conditions, products, and yield The reactants are C(C1=CC=CC=C1)NC1=NC=NC2=C1N=C(N=C2N2CCSCC2)Cl (8-benzylamino-2-chloro-4-thiomorpholino-pyrimido-[5,4-d]-pyrimidine), C(=O)N1CCNCC1 (N-formyl-piperazine). Yields the product C(C1=CC=CC=C1)NC1=NC=NC2=C1N=C(N=C2N2CCSCC2)N2CCN(CC2)C=O (8-Benzylamino-2-(N-formyl-piperazino)-4-thiomorpholino-pyrimido-[5,4-d]-pyrimidine). RXN SMILES: [CH2:1]([NH:8][C:9]1[C:14]2[N:15]=[C:16](Cl)[N:17]=[C:18]([N:19]3[CH2:24][CH2:23][S:22][CH2:21][CH2:20]3)[C:13]=2[N:12]=[CH:11][N:10]=1)[C:2]1[CH:7]=[CH:6][CH:5]=[CH:4][CH:3]=1.[CH:26]([N:28]1[CH2:33][CH2:32][NH:31][CH2:30][CH2:29]1)=[O:27]>>[CH2:1]([NH:8][C:9]1[C:14]2[N:15]=[C:16]([N:31]3[CH2:32][CH2:33][N:28]([CH:26]=[O:27])[CH2:29][CH2:30]3)[N:17]=[C:18]([N:19]3[CH2:24][CH2:23][S:22][CH2:21][CH2:20]3)[C:13]=2[N:12]=[CH:11][N:10]=1)[C:2]1[CH:7]=[CH:6][CH:5]=[CH:4][CH:3]=1. Procedure: This compound was prepared analogous to Example 181 from 8-benzylamino-2-chloro-4-thiomorpholino-pyrimido-[5,4-d]-pyrimidine (m.p.: 94°-96° C. and N-formyl-piperazine.